From a dataset of the Open Reaction Database (ORD), a public repository of structured organic reaction records. describe an organic reaction: reactants, conditions, products, and yield The reactants are COC1=NC(=CC(=C1)N1S(C2=C(N(C1=O)CC1=NC=C(C=C1C)F)C=CC=C2)(=O)=O)OC (2-(2,6-Dimethoxypyridin-4-yl)-4-[(5-fluoro-3-methylpyridin-2-yl)methyl]-2H-1,2,4-benzothiadiazin-3(4H)-one 1,1-dioxide), COC1=NC(=CC(=C1)N1S(C2=C(NC1=O)N=CC=C2)(=O)=O)OC (2-(2,6-dimethoxypyridin-4-yl)-2H-pyrido[2,3-e][1,2,4]thiadiazin-3(4H)-one 1,1-dioxide), ClC1=C(CO)C(=CC(=C1)F)F (2-chloro-4,6-difluorobenzyl alcohol), CN(C)C(=O)/N=N/C(=O)N(C)C (TMAD), C1(=CC=CC=C1)P(C1=CC=CC=C1)C1=CC=CC=C1 (triphenyl phosphine). Run in C(Cl)Cl (DCM). Product: ClC1=C(CN2C(N(S(C3=C2N=CC=C3)(=O)=O)C3=CC(=NC(=C3)OC)OC)=O)C(=CC(=C1)F)F (4-(2-Chloro-4,6-difluorobenzyl)-2-(2,6-dimethoxypyridin-4-yl)-2H-pyrido[2,3-e][1,2,4]thiadiazin-3(4H)-one 1,1-dioxide). The yield is 50.0%. As a reaction SMILES: [CH3:1][O:2][C:3]1[CH:8]=[C:7]([N:9]2[C:14](=[O:15])[NH:13][C:12]3[N:16]=[CH:17][CH:18]=[CH:19][C:11]=3[S:10]2(=[O:21])=[O:20])[CH:6]=[C:5]([O:22][CH3:23])[N:4]=1.[Cl:24][C:25]1[CH:32]=[C:31]([F:33])[CH:30]=[C:29]([F:34])[C:26]=1[CH2:27]O.CN(C(/N=N/C(N(C)C)=O)=O)C.C1(P(C2C=CC=CC=2)C2C=CC=CC=2)C=CC=CC=1.COC1C=C(N2C(=O)N(CC3C(C)=CC(F)=CN=3)C3C=CC=CC=3S2(=O)=O)C=C(OC)N=1>C(Cl)Cl>[Cl:24][C:25]1[CH:32]=[C:31]([F:33])[CH:30]=[C:29]([F:34])[C:26]=1[CH2:27][N:13]1[C:12]2[N:16]=[CH:17][CH:18]=[CH:19][C:11]=2[S:10](=[O:21])(=[O:20])[N:9]([C:7]2[CH:6]=[C:5]([O:22][CH3:23])[N:4]=[C:3]([O:2][CH3:1])[CH:8]=2)[C:14]1=[O:15]. Procedure details: The title compound (74 mg, 0.15 mmol) was prepared from 2-(2,6-dimethoxypyridin-4-yl)-2H-pyrido[2,3-e][1,2,4]thiadiazin-3(4H)-one 1,1-dioxide (IntF3) (101 mg, 0.30 mmol), 2-chloro-4,6-difluorobenzyl alcohol (IntA22) (59 mg, 0.33 mmol), TMAD (57 mg, 0.33 mmol) and triphenyl phosphine (86 mg, 0.33 mmol) in DCM (3 mL) using the methods of (162). Starting materials: aqueous solution, [OH-].[Na+] (sodium hydroxide), C(C1=CC=CC=C1)C1=NC2=C(N(C1=O)C1=C(C(=CC=C1)C(=O)OC)C)N=CC=C2 (2-benzyl-4-(3-methoxycarbonyl-methylphenyl)-3-oxo-3,4-dihydropyrido[2,3-b]pyrazine), O1CCOCC1 (1,4-dioxane), Cl (hydrochloric acid). Solvent: CO (methanol). Reaction conditions: time 1 hour. Yields the product C(C1=CC=CC=C1)C1=NC2=C(N(C1=O)C1=CC(=CC=C1)CC(=O)O)N=CC=C2 (2-benzyl-4-(3-carboxymethylphenyl)-3-oxo-3,4-dihydropyrido[2,3-b]pyrazine). As a reaction SMILES: [OH-:1].[Na+].[CH2:3]([C:10]1[C:15](=[O:16])[N:14]([C:17]2[CH:22]=[CH:21][CH:20]=[C:19](C(OC)=O)[C:18]=2C)[C:13]2[N:28]=[CH:29][CH:30]=[CH:31][C:12]=2[N:11]=1)[C:4]1[CH:9]=[CH:8][CH:7]=[CH:6][CH:5]=1.Cl.[O:33]1[CH2:38][CH2:37]OCC1>CO>[CH2:3]([C:10]1[C:15](=[O:16])[N:14]([C:17]2[CH:22]=[CH:21][CH:20]=[C:19]([CH2:37][C:38]([OH:33])=[O:1])[CH:18]=2)[C:13]2[N:28]=[CH:29][CH:30]=[CH:31][C:12]=2[N:11]=1)[C:4]1[CH:9]=[CH:8][CH:7]=[CH:6][CH:5]=1 |f:0.1|. Procedure: 1N aqueous solution of sodium hydroxide (2 ml) was added to a solution of 2-benzyl-4-(3-methoxycarbonyl-methylphenyl)-3-oxo-3,4-dihydropyrido[2,3-b]pyrazine (213 mg) in methanol (4 ml) and 1,4-dioxane (2 ml). After stirred at room temperature for 1 hour, the mixture was acidified with dilute hydrochloric acid and extracted with ethyl acetate. The organic phase was washed with water and brine, dried over magnesium sulfate and concentrated to give 2-benzyl-4-(3-carboxymethylphenyl)-3-oxo-3,4-dihyd... Procedure details: 1 g of crude 7-chloro-1-(2,3-epoxypropyl)-5-(2-fluorophenyl)-1,3-dihydro-2H-1,4-benzodiazepin-2-one is dissolved in 15 ml of methanol and 15 ml of 2 N sulfuric acid and stirred for 1 hour at 25°C. Then the solution is made alkaline with 3 N sodium hydroxide and the methanol is carefully distilled on a rotary evaporator. The aqueous phase is extracted with ethyl acetate and the ethyl acetate solution is washed with water, dried over magnesium sulfate, filtered and concentrated. By chromatography ... Reaction SMILES: [Cl:1][C:2]1[CH:3]=[CH:4][C:5]2[N:11]([CH2:12][CH:13]3[O:15][CH2:14]3)[C:10](=[O:16])[CH2:9][N:8]=[C:7]([C:17]3[CH:22]=[CH:21][CH:20]=[CH:19][C:18]=3[F:23])[C:6]=2[CH:24]=1.S(=O)(=O)(O)[OH:26].[OH-].[Na+]>CO>[Cl:1][C:2]1[CH:3]=[CH:4][C:5]2[N:11]([CH2:12][CH:13]([OH:26])[CH2:14][OH:15])[C:10](=[O:16])[CH2:9][N:8]=[C:7]([C:17]3[CH:22]=[CH:21][CH:20]=[CH:19][C:18]=3[F:23])[C:6]=2[CH:24]=1 |f:2.3|. The solvent is CO (methanol). Starting materials: S(O)(O)(=O)=O (sulfuric acid), ClC=1C=CC2=C(C(=NCC(N2CC2CO2)=O)C2=C(C=CC=C2)F)C1 (7-chloro-1-(2,3-epoxypropyl)-5-(2-fluorophenyl)-1,3-dihydro-2H-1,4-benzodiazepin-2-one), [OH-].[Na+] (sodium hydroxide). Yields the product ClC=1C=CC2=C(C(=NCC(N2CC(CO)O)=O)C2=C(C=CC=C2)F)C1 (7-chloro-1-(2,3-dihydroxypropyl)-5-(2-fluorophenyl)-1,3-dihydro-2H-1,4-benzodiazepin-2-one). The reactants are CC(=O)O, Cc1n[nH]c(C(F)(F)F)c1[N+](=O)[O-], [Zn]. The product is Cc1n[nH]c(C(F)(F)F)c1N. RXN SMILES: [CH3:14][C:15](=[O:16])[OH:17].[CH3:1][c:2]1[n:3][nH:4][c:5]([C:10]([F:11])([F:12])[F:13])[c:6]1[N+:7]([O-:8])=[O:9].[Zn:18]>>[CH3:1][c:2]1[n:3][nH:4][c:5]([C:10]([F:11])([F:12])[F:13])[c:6]1[NH2:7].